This data is from the Open Reaction Database (ORD), a public repository of structured organic reaction records. The task is: describe an organic reaction: reactants, conditions, products, and yield The reactants are ClC=1C(N(C=C(N1)Cl)C1=CC=NN1C1=CC=CC=C1)=O (3,5-dichloro-1-(1-phenyl-1H-pyrazol-5-yl)pyrazin-2(1H)-one), C[O-].[Na+] (sodium methoxide). The solvent is CO (methanol). Conditions: time 2 hour. Yields the product ClC=1N=C(C(N(C1)C1=CC=NN1C1=CC=CC=C1)=O)OC (5-chloro-3-methoxy-1-(1-phenyl-1H-pyrazol-5-yl)pyrazin-2(1H)-one). Yield: 58.6%. As a reaction SMILES: Cl[C:2]1[C:3](=[O:20])[N:4]([C:9]2[N:13]([C:14]3[CH:19]=[CH:18][CH:17]=[CH:16][CH:15]=3)[N:12]=[CH:11][CH:10]=2)[CH:5]=[C:6]([Cl:8])[N:7]=1.[CH3:21][O-:22].[Na+]>CO>[Cl:8][C:6]1[N:7]=[C:2]([O:22][CH3:21])[C:3](=[O:20])[N:4]([C:9]2[N:13]([C:14]3[CH:19]=[CH:18][CH:17]=[CH:16][CH:15]=3)[N:12]=[CH:11][CH:10]=2)[CH:5]=1 |f:1.2|. Reported procedure: To a solution of 3,5-dichloro-1-(1-phenyl-1H-pyrazol-5-yl)pyrazin-2(1H)-one (0.627 g) in methanol (15.0 mL) was added sodium methoxide (0.132 g) at room temperature, and the mixture was stirred for 2 hr. The reaction mixture was concentrated and adjusted to pH 5-6 with 2N hydrochloric acid. The reaction mixture was extracted with dichloromethane. The extract was washed with saturated brine, dried over anhydrous sodium sulfate, and the solvent was evaporated under reduced pressure. The residue wa...